This data is from the Open Reaction Database (ORD), a public repository of structured organic reaction records. The task is: describe an organic reaction: reactants, conditions, products, and yield Starting materials: [BH4-].[Na+] (sodium borohydride), O(C1=CC=CC=C1)C=1C=C(C=O)C=CC1 (3-Phenoxybenzaldehyde), C(CC)N (n-propylamine), O.C1(=CC=C(C=C1)S(=O)(=O)O)C (p-toluenesulfonic acid monohydrate), N (NH3). The solvent is C(C)O (ethanol). Conditions: temperature 80 celsius. Yields the product C(CC)NCC1=CC(=CC=C1)OC1=CC=CC=C1 (N-Propyl-N-(3-phenoxybenzyl)amine). As a reaction SMILES: [O:1]([C:8]1[CH:9]=[C:10]([CH:13]=[CH:14][CH:15]=1)[CH:11]=O)[C:2]1[CH:7]=[CH:6][CH:5]=[CH:4][CH:3]=1.[CH2:16]([NH2:19])[CH2:17][CH3:18].O.C1(C)C=CC(S(O)(=O)=O)=CC=1.[BH4-].[Na+].N>C(O)C>[CH2:16]([NH:19][CH2:11][C:10]1[CH:13]=[CH:14][CH:15]=[C:8]([O:1][C:2]2[CH:7]=[CH:6][CH:5]=[CH:4][CH:3]=2)[CH:9]=1)[CH2:17][CH3:18] |f:2.3,4.5|. Procedure details: 3-Phenoxybenzaldehyde (2.00 mL, 2.29 g, 11.6 mmol), n-propylamine (0.95 mL, 0.68g, 11.5mmol), and p-toluenesulfonic acid monohydrate (15 mg, 0.08 mmol) were dissolved in absolute ethanol (15 mL), then heated to 80° C. in a sealed tube for 2.5 hours. The reaction was cooled to room temperature, transferred to a round-bottom flask, then sodium borohydride (440 mg, 11.6 mmol) was added, followed by heating under reflux for 2.5 hours. The reaction was concentrated, the residue was partitioned betwee... Starting materials: O=C(O)c1ccc(OCc2ccccc2)cc1, O=C(Cl)C(=O)Cl, ClCCl, Cc1ccc(C(=O)NC2CC2)cc1N, CN(C)C=O, c1ccncc1. Product: Cc1ccc(C(=O)NC2CC2)cc1NC(=O)c1ccc(OCc2ccccc2)cc1. As a reaction SMILES: [CH2:1]([c:2]1[cH:3][cH:4][cH:5][cH:6][cH:7]1)[O:8][c:9]1[cH:10][cH:11][c:12]([C:13](=[O:14])[OH:15])[cH:16][cH:17]1.[Cl:18][C:19]([C:20]([Cl:21])=[O:22])=[O:23].[Cl:44][CH2:45][Cl:46].[NH2:24][c:25]1[cH:26][c:27]([C:28](=[O:29])[NH:30][CH:31]2[CH2:32][CH2:33]2)[cH:34][cH:35][c:36]1[CH3:37].[O:47]=[CH:48][N:49]([CH3:50])[CH3:51].[cH:38]1[cH:39][cH:40][n:41][cH:42][cH:43]1>>[CH2:1]([c:2]1[cH:3][cH:4][cH:5][cH:6][cH:7]1)[O:8][c:9]1[cH:10][cH:11][c:12]([C:13](=[O:15])[NH:24][c:25]2[cH:26][c:27]([C:28](=[O:29])[NH:30][CH:31]3[CH2:32][CH2:33]3)[cH:34][cH:35][c:36]2[CH3:37])[cH:16][cH:17]1. Reactants: COC(=O)C1(CCNCC1)S(=O)(=O)C1=CC=C(C=C1)OCC#CC (4-(4-but-2-ynyloxy-benzenesulfonyl)-piperidine-4-carboxylic acid methyl ester), C([O-])(O)=O.[Na+] (sodium bicarbonate), C(C)OC(=O)Cl (ethylchloroformate). Run in C(Cl)(Cl)Cl (chloroform). Reaction conditions: time 15 hour. The product is C(C#CC)OC1=CC=C(C=C1)S(=O)(=O)C1(CCN(CC1)C(=O)OCC)C(=O)OC (1-Ethyl 4-methyl 4-(4-but-2-ynyloxybenzenesulfonyl)-1,4-piperidinedicarboxylate). The yield is 97.4%. As a reaction SMILES: [CH3:1][O:2][C:3]([C:5]1([S:11]([C:14]2[CH:19]=[CH:18][C:17]([O:20][CH2:21][C:22]#[C:23][CH3:24])=[CH:16][CH:15]=2)(=[O:13])=[O:12])[CH2:10][CH2:9][NH:8][CH2:7][CH2:6]1)=[O:4].C(=O)(O)[O-].[Na+].[CH2:30]([O:32][C:33](Cl)=[O:34])[CH3:31]>C(Cl)(Cl)Cl>[CH2:21]([O:20][C:17]1[CH:16]=[CH:15][C:14]([S:11]([C:5]2([C:3]([O:2][CH3:1])=[O:4])[CH2:10][CH2:9][N:8]([C:33]([O:32][CH2:30][CH3:31])=[O:34])[CH2:7][CH2:6]2)(=[O:13])=[O:12])=[CH:19][CH:18]=1)[C:22]#[C:23][CH3:24] |f:1.2|. Reported procedure: To a solution of 4-(4-but-2-ynyloxy-benzenesulfonyl)-piperidine-4-carboxylic acid methyl ester (400 mg, 1.03 mmol) in chloroform (10 ml) was added sodium bicarbonate (865 mg, 10.3 mmol), ethylchloroformate (0.147 ml, 1.54 mmol). The resulting mixture was stirred for 15 hours at room temperature, quenched with water and extracted with methylene chloride. The organic layer was dried over anhydrous sodium sulfate and concentrated to give 425 mg (98%) of the product as a solid. MS-ES: m/z 424.4 (M+H... The reactants are COC(CN)OC (Aminoacetaldehyde dimethylacetal), ClCC(=O)NCCC1=CC=CC=C1 (2-chloro-N-phenethyl-acetamide). Solvent: C1(=CC=CC=C1)C (toluene). Product: Cl.COC(CNCC(=O)NCCC1=CC=CC=C1)OC (2-(2,2-dimethoxy-ethylamino)-N-phenethyl-acetamide hydrochloride). The yield is 31.2%. As a reaction SMILES: [CH3:1][O:2][CH:3]([O:6][CH3:7])[CH2:4][NH2:5].[Cl:8][CH2:9][C:10]([NH:12][CH2:13][CH2:14][C:15]1[CH:20]=[CH:19][CH:18]=[CH:17][CH:16]=1)=[O:11]>C1(C)C=CC=CC=1>[ClH:8].[CH3:1][O:2][CH:3]([O:6][CH3:7])[CH2:4][NH:5][CH2:9][C:10]([NH:12][CH2:13][CH2:14][C:15]1[CH:20]=[CH:19][CH:18]=[CH:17][CH:16]=1)=[O:11] |f:3.4|. Reported procedure: Aminoacetaldehyde dimethylacetal (20.05 g, 191 mmol) was added to the solution of 2-chloro-N-phenethyl-acetamide (18.33 g, 92.7 mmol) in toluene (92 ml) and refluxed in 2 hours. After ice-cooling and removal of precipitate by filtration, filtrate was washed with water and dried with magnesium sulfate. The solvents were removed under reduced pressure, and 4N hydrogen chloride in ethyl acetate (18 ml) was added to the residue followed by filtration and wash with ethyl acetate and diethyl ether aff... Reactants: FC=1C=C(C=C(C1)F)C=1C=CC=2N(N1)C(=NN2)CNC=2C=CN=C1C=C(C=NC21)OC[C@@H]2N(CCC2)C(=O)OC(C)(C)C ((R)-tert-butyl 2-((8-((6-(3,5-difluorophenyl)-[1,2,4]triazolo[4,3-b]pyridazin-3-yl)methylamino)-1,5-naphthyridin-3-yloxy)methyl)pyrrolidine-1-carboxylate), N1C(CCC1)COC1=CN=C2C(=CC=NC2=C1)N (7-(pyrrolidin-2-ylmethoxy)-1,5-naphthyridin-4-amine), COC1=CC=C2C(=CC=NC2=C1)OCC1=NN=C2N1N=C(C=C2)C=2C=NC(=CC2)N2CCNCC2 (7-methoxy-4-((6-(6-(piperazin-1-yl)pyridin-3-yl)-[1,2,4]triazolo[4,3-b]pyridazin-3-yl)methoxy)quinoline). The product is FC=1C=C(C=C(C1)F)C=1C=CC=2N(N1)C(=NN2)CNC2=CC=NC1=CC(=CN=C21)OC[C@@H]2NCCC2 ((R)—N-((6-(3,5-difluorophenyl)-[1,2,4]triazolo[4,3-b]pyridazin-3-yl)methyl)-7-(pyrrolidin-2-ylmethoxy)-1,5-naphthyridin-4-amine). RXN SMILES: N1CCCC1COC1C=C2C(C(N)=CC=N2)=NC=1.[F:19][C:20]1[CH:21]=[C:22]([C:27]2[CH:28]=[CH:29][C:30]3[N:31]([C:33]([CH2:36][NH:37][C:38]4[CH:39]=[CH:40][N:41]=[C:42]5[C:47]=4[N:46]=[CH:45][C:44]([O:48][CH2:49][C@H:50]4[CH2:54][CH2:53][CH2:52][N:51]4C(OC(C)(C)C)=O)=[CH:43]5)=[N:34][N:35]=3)[N:32]=2)[CH:23]=[C:24]([F:26])[CH:25]=1.COC1C=C2C(C(OCC3N4N=C(C5C=NC(N6CCNCC6)=CC=5)C=CC4=NN=3)=CC=N2)=CC=1>>[F:19][C:20]1[CH:21]=[C:22]([C:27]2[CH:28]=[CH:29][C:30]3[N:31]([C:33]([CH2:36][NH:37][C:38]4[C:47]5[C:42](=[CH:43][C:44]([O:48][CH2:49][C@H:50]6[CH2:54][CH2:53][CH2:52][NH:51]6)=[CH:45][N:46]=5)[N:41]=[CH:40][CH:39]=4)=[N:34][N:35]=3)[N:32]=2)[CH:23]=[C:24]([F:26])[CH:25]=1. Reported procedure: (R)—N-(6-(3,5-difluorophenyl)-[1,2,4]triazolo[4,3-b]pyridazin-3-yl)methyl)-7-(pyrrolidin-2-ylmethoxy)-1,5-naphthyridin-4-amine. The title compound was prepared from (R)-tert-butyl 2-((8-((6-(3,5-difluorophenyl)-[1,2,4]triazolo[4,3-b]pyridazin-3-yl)methylamino)-1,5-naphthyridin-3-yloxy)methyl)pyrrolidine-1-carboxylate following the procedure used to make 7-methoxy-4-((6-(6-(piperazin-1-yl)pyridin-3-yl)-[1,2,4]triazolo[4,3-b]pyridazin-3-yl)methoxy)quinoline. m/z: 489 (M+H). Calc'd. for C25H22F2N8O... The reactants are BrC1=CC=C(C=C1)C(C)O (1-(4-bromophenyl)ethan-1-ol), N1C=NC=C1 (imidazole), CC(C)(C)[Si](C)(C)Cl (TBDMSCl). Solvent: O (water), CN(C)C=O (DMF). Run at time 8 hour. Product: BrC1=CC=C(C=C1)C(C)O[Si](C)(C)C(C)(C)C ([1-(4-bromophenyl)ethoxy](tert-butyl)dimethylsilane). Yield: 92.9%. RXN SMILES: [Br:1][C:2]1[CH:7]=[CH:6][C:5]([CH:8]([OH:10])[CH3:9])=[CH:4][CH:3]=1.N1C=CN=C1.[CH3:16][C:17]([Si:20](Cl)([CH3:22])[CH3:21])([CH3:19])[CH3:18]>CN(C=O)C.O>[Br:1][C:2]1[CH:7]=[CH:6][C:5]([CH:8]([O:10][Si:20]([C:17]([CH3:19])([CH3:18])[CH3:16])([CH3:22])[CH3:21])[CH3:9])=[CH:4][CH:3]=1. Procedure details: To a solution of 1-(4-bromophenyl)ethan-1-ol (2.8 g, 13.93 mmol) and imidazole (2.84 g, 41.79 mmol) in DMF (35 mL) was added TBDMSCl (4.18 g, 27.86 mmol) at r.t., and the reaction was stirred overnight. The reaction was diluted with water (70 mL) and extracted with EtOAc (50 mL×3). Organics were washed with brine (50 mL), dried (Na2SO4), and concentrated. The residue was purified by silica gel chromatography (PE:EtOAc=100:1) to give 4.08 g (95%) of the title compound as a colorless oil. Solvent: O (water), CO (MeOH). RXN SMILES: C(=O)([O-])[O-].[K+].[K+].[OH:7][C@H:8]([C:44]1[C:52]2[S:51][C:50](=[O:53])[NH:49][C:48]=2[C:47]([OH:54])=[CH:46][CH:45]=1)[CH2:9][N:10]([CH2:18][CH2:19][CH2:20][CH2:21][CH2:22][CH2:23][CH2:24][CH2:25][CH2:26][N:27]1[CH2:43][CH2:42][C:30]2([O:35][CH2:34][CH2:33][N:32](C(=O)C(F)(F)F)[CH2:31]2)[CH2:29][CH2:28]1)[C:11](=[O:17])[O:12][C:13]([CH3:16])([CH3:15])[CH3:14]>O.CO>[O:35]1[C:30]2([CH2:29][CH2:28][N:27]([CH2:26][CH2:25][CH2:24][CH2:23][CH2:22][CH2:21][CH2:20][CH2:19][CH2:18][N:10]([CH2:9][C@H:8]([OH:7])[C:44]3[C:52]4[S:51][C:50](=[O:53])[NH:49][C:48]=4[C:47]([OH:54])=[CH:46][CH:45]=3)[C:11](=[O:17])[O:12][C:13]([CH3:16])([CH3:15])[CH3:14])[CH2:43][CH2:42]2)[CH2:31][NH:32][CH2:33][CH2:34]1 |f:0.1.2|. The product is O1CCNCC12CCN(CC2)CCCCCCCCCN(C(OC(C)(C)C)=O)C[C@@H](C2=CC=C(C=1NC(SC12)=O)O)O ((R)-tert-Butyl 9-(1-oxa-4,9-diazaspiro[5.5]undecan-9-yl)nonyl(2-hydroxy-2-(4-hydroxy-2-oxo-2,3-dihydrobenzo[d]thiazol-7-yl)ethyl)carbamate). Starting materials: C([O-])([O-])=O.[K+].[K+] (potassium carbonate), O[C@@H](CN(C(OC(C)(C)C)=O)CCCCCCCCCN1CCC2(CN(CCO2)C(C(F)(F)F)=O)CC1)C1=CC=C(C=2NC(SC21)=O)O ((R)-tert-Butyl 2-hydroxy-2-(4-hydroxy-2-oxo-2,3-dihydrobenzo[d]thiazol-7-yl)ethyl(9-(4-(2,2,2-trifluoroacetyl)-1-oxa-4,9-diazaspiro[5.5]undecan-9-yl)nonyl)carbamate). Reaction conditions: time 4 hour. Procedure details: A solution of potassium carbonate (165 mg) in water (24 mL) was added to a solution of (R)-tert-butyl 2-hydroxy-2-(4-hydroxy-2-oxo-2,3-dihydrobenzo[d]thiazol-7-yl)ethyl(9-(4-(2,2,2-trifluoroacetyl)-1-oxa-4,9-diazaspiro[5.5]undecan-9-yl)nonyl)carbamate (example 183-222, step c) (495 mg) in MeOH (24 mL). The resulting mixture was stirred at RT for 4 h. Methanol was removed by evaporation under a stream of nitrogen keeping the reaction mixture at 30° C. Water (20 mL) and brine (80 mL) were added an... Starting materials: C(C)(=O)OC(C)=O (acetic anhydride), COC(CN)OC (aminoacetaldehyd dimethyl acetal). The solvent is C(Cl)Cl (methylene chloride). Yields the product COC(CNC(C)=O)OC (N-[2,2-Dimethoxyethyl]acetamide). Yield: 95.1%. Reaction SMILES: [C:1](OC(=O)C)(=[O:3])[CH3:2].[CH3:8][O:9][CH:10]([O:13][CH3:14])[CH2:11][NH2:12]>C(Cl)Cl>[CH3:8][O:9][CH:10]([O:13][CH3:14])[CH2:11][NH:12][C:1](=[O:3])[CH3:2]. Procedure: 30.6 g (0.3 mol) of acetic anhydride are added to 315 g (0.3 mol) of aminoacetaldehyd dimethyl acetal in 50 ml of methylene chloride. When the exothermic reaction is complete, the methylene chloride is removed by distillation, the product is distilled, giving 42 g of colourless product (97% of theory), boiling point 110° C., 0.001 mbar. The product is a single compound according to GC The reactants are [Cl-].C(C)(C)(C)OC(=O)NC1C[N+](CCC1)(CCCC1=CC=C(C=C1)OCC(=O)OC)CCCC1=CC=C(C=C1)OCC(=O)OC (3-tert-Butoxycarbonylamino-1,1-bis-[3-(4-methoxycarbonylmethoxy-phenyl)-propyl]-piperidinium chloride), FC(C(=O)O)(F)F (trifluoroacetic acid). Run in ClCCl (dichloromethane). Yields the product Cl.[Cl-].NC1C[N+](CCC1)(CCCC1=CC=C(C=C1)OCC(=O)OC)CCCC1=CC=C(C=C1)OCC(=O)OC (3-Amino-1,1-bis-[3-(4-methoxycarbonylmethoxy-phenyl)-propyl]-piperidinium chloride hydrochloride). As a reaction SMILES: [Cl-:1].C(OC([NH:9][CH:10]1[CH2:15][CH2:14][CH2:13][N+:12]([CH2:31][CH2:32][CH2:33][C:34]2[CH:39]=[CH:38][C:37]([O:40][CH2:41][C:42]([O:44][CH3:45])=[O:43])=[CH:36][CH:35]=2)([CH2:16][CH2:17][CH2:18][C:19]2[CH:24]=[CH:23][C:22]([O:25][CH2:26][C:27]([O:29][CH3:30])=[O:28])=[CH:21][CH:20]=2)[CH2:11]1)=O)(C)(C)C.FC(F)(F)C(O)=O>ClCCl>[ClH:1].[Cl-:1].[NH2:9][CH:10]1[CH2:15][CH2:14][CH2:13][N+:12]([CH2:31][CH2:32][CH2:33][C:34]2[CH:39]=[CH:38][C:37]([O:40][CH2:41][C:42]([O:44][CH3:45])=[O:43])=[CH:36][CH:35]=2)([CH2:16][CH2:17][CH2:18][C:19]2[CH:20]=[CH:21][C:22]([O:25][CH2:26][C:27]([O:29][CH3:30])=[O:28])=[CH:23][CH:24]=2)[CH2:11]1 |f:0.1,4.5.6|. Reported procedure: 3-tert-Butoxycarbonylamino-1,1-bis-[3-(4-methoxycarbonylmethoxy-phenyl)-propyl]-piperidinium chloride (707 mg, 1.09 mmol) is dissolved in dichloromethane (1 ml) and trifluoroacetic acid (1 ml) and stirred at room temperature overnight. The mixture is evaporated, dissolved in acetonitrile and 1 M HCl (5 ml) and evaporated again. LC (method L): tR=0.95 min; Mass spectrum (ESI+): m/z=513 [M]+. Reactants: O (water), C(C(=O)Cl)(=O)Cl (Oxalyl chloride), C(C=C)(=O)OCCCCOC1=CC=C(C(=O)O)C=C1 (4-(4'-Acryloxybutoxy)benzoic acid), C1(O)=CC=C(O)C=C1 (hydroquinone). The solvent is N1=CC=CC=C1 (pyridine), C1(=CC=CC=C1)C (toluene), C1(=CC=CC=C1)C (toluene). Reaction conditions: time 20 minute. The product is C(C=C)(=O)OCCCCOC1=CC=C(C(=O)OC2=CC=C(C=C2)O)C=C1 (4-[4'-(4-Acryloxybutoxy)benzoyloxy]phenol). Yield: 66.5%. RXN SMILES: C(Cl)(=O)C(Cl)=O.[C:7]([O:11][CH2:12][CH2:13][CH2:14][CH2:15][O:16][C:17]1[CH:25]=[CH:24][C:20]([C:21]([OH:23])=[O:22])=[CH:19][CH:18]=1)(=[O:10])[CH:8]=[CH2:9].[C:26]1([CH:33]=[CH:32][C:30](O)=[CH:29][CH:28]=1)[OH:27].O>N1C=CC=CC=1.C1(C)C=CC=CC=1>[C:7]([O:11][CH2:12][CH2:13][CH2:14][CH2:15][O:16][C:17]1[CH:25]=[CH:24][C:20]([C:21]([O:23][C:30]2[CH:32]=[CH:33][C:26]([OH:27])=[CH:28][CH:29]=2)=[O:22])=[CH:19][CH:18]=1)(=[O:10])[CH:8]=[CH2:9]. Procedure details: Oxalyl chloride (10 ml) is added at 0° C. to (2) (5 g; 19 mmol), and the mixture is stirred until the evolution of gas subsides (20 min). The excess oxalyl chloride is removed by distillation in a water-pump vacuum, the acid chloride is taken up in toluene (10 ml), the toluene solution is added at 0° C. to a solution of hydroquinone (10.5 g; 95 mmol) in pyridine (10 ml) and toluene (5 ml), and the mixture is subsequently stirred at room temperature for 24 hours. The reaction mixture is then tran...